Dataset: the Open Reaction Database (ORD), a public repository of structured organic reaction records. Task: describe an organic reaction: reactants, conditions, products, and yield Starting materials: N#Cc1ccccc1-c1ccc(CBr)cc1, O=C([O-])[O-], C=CCCCn1nnc(-c2ccc3[nH]c(CCCC)nc(=O)c3c2)n1, CC(C)=O, [K+], [K+]. Product: C=CCCCn1nnc(-c2ccc3nc(CCCC)n(Cc4ccc(-c5ccccc5C#N)cc4)c(=O)c3c2)n1. Reaction SMILES: [Br:26][CH2:27][c:28]1[cH:29][cH:30][c:31](-[c:34]2[c:35]([C:40]#[N:41])[cH:36][cH:37][cH:38][cH:39]2)[cH:32][cH:33]1.[C:42](=[O:43])([O-:44])[O-:45].[CH2:1]([CH2:2][CH2:3][CH3:4])[c:5]1[nH:6][c:7]2[cH:8][cH:9][c:10](-[c:16]3[n:17][n:18][n:19]([CH2:21][CH2:22][CH2:23][CH:24]=[CH2:25])[n:20]3)[cH:11][c:12]2[c:13](=[O:15])[n:14]1.[CH3:48][C:49](=[O:50])[CH3:51].[K+:46].[K+:47]>>[CH2:1]([CH2:2][CH2:3][CH3:4])[c:5]1[n:6][c:7]2[cH:8][cH:9][c:10](-[c:16]3[n:17][n:18][n:19]([CH2:21][CH2:22][CH2:23][CH:24]=[CH2:25])[n:20]3)[cH:11][c:12]2[c:13](=[O:15])[n:14]1[CH2:27][c:28]1[cH:29][cH:30][c:31](-[c:34]2[c:35]([C:40]#[N:41])[cH:36][cH:37][cH:38][cH:39]2)[cH:32][cH:33]1.